This data is from the Open Reaction Database (ORD), a public repository of structured organic reaction records. The task is: describe an organic reaction: reactants, conditions, products, and yield The reactants are NC1=C(CNCC)C=C(C=C1Br)C(=O)OC (2-amino-3-bromo-5-carbomethoxy-N-ethyl-benzylamine), Cl (hydrochloric acid). Run at temperature -15 celsius. Yields the product NC1=C(CNCC)C=C(C=C1Br)C(=O)O (2-Amino-3-bromo-5-carboxy-N-ethyl-benzylamine). RXN SMILES: [NH2:1][C:2]1[C:11]([Br:12])=[CH:10][C:9]([C:13]([O:15]C)=[O:14])=[CH:8][C:3]=1[CH2:4][NH:5][CH2:6][CH3:7].Cl>>[NH2:1][C:2]1[C:11]([Br:12])=[CH:10][C:9]([C:13]([OH:15])=[O:14])=[CH:8][C:3]=1[CH2:4][NH:5][CH2:6][CH3:7]. Procedure: 2.7 gm of 2-amino-3-bromo-5-carbomethoxy-N-ethyl-benzylamine were boiled for 35 minutes with 65 ml of 6 N hydrochloric acid. Thereafter, upon cooling the reaction solution to -15° C, N-ethyl-2-amino-3-bromo-5-carboxy-benzylamine hydrochloride crystallized out and was recrystallized from ethanol/ether, whereupon it had a melting point of 261° C (decomp.). Starting materials: CCOC(=O)C1CC2CN(C(=O)OCC)CC2N1Cc1ccccc1, CCO. Product: CCOC(=O)C1CC2CN(C(=O)OCC)CC2N1. RXN SMILES: [CH2:1]([c:2]1[cH:3][cH:4][cH:5][cH:6][cH:7]1)[N:8]1[CH:9]2[CH2:10][N:11]([C:21](=[O:22])[O:23][CH2:24][CH3:25])[CH2:12][CH:13]2[CH2:14][CH:15]1[C:16](=[O:17])[O:18][CH2:19][CH3:20].[CH3:26][CH2:27][OH:28]>>[NH:8]1[CH:9]2[CH2:10][N:11]([C:21](=[O:22])[O:23][CH2:24][CH3:25])[CH2:12][CH:13]2[CH2:14][CH:15]1[C:16](=[O:17])[O:18][CH2:19][CH3:20]. Starting materials: COC(CCC(=O)NC1=CC=C(C=C1)C(=O)N1[C@H](C[C@H](C2=CC=CC=C12)N(C1=CC=C(C=C1)Cl)C(C)=O)C)=O ((2S,4R)-N-(4-{4-[Acetyl-(4-chloro-phenyl)-amino]-2-methyl-3,4-dihydro-2H-quinoline-1-carbonyl}-phenyl)-succinamic acid methyl ester), [H-].[Na+] (sodium hydride), IC (iodomethane). Run in CN(C)C=O (DMF). Conditions: time 30 minute. Yields the product COC(CCC(=O)N(C)C1=CC=C(C=C1)C(=O)N1[C@H](C[C@H](C2=CC=CC=C12)N(C1=CC=C(C=C1)Cl)C(C)=O)C)=O ((2S,4R)-N-(4-{4-[Acetyl-(4-chloro-phenyl)-amino]-2-methyl-3,4-dihydro-2H-quinoline-1-carbonyl}-phenyl)-N-methyl-succinamic acid methyl ester). Yield: 28.5%. Reaction SMILES: [CH3:1][O:2][C:3](=[O:39])[CH2:4][CH2:5][C:6]([NH:8][C:9]1[CH:14]=[CH:13][C:12]([C:15]([N:17]2[C:26]3[C:21](=[CH:22][CH:23]=[CH:24][CH:25]=3)[C@H:20]([N:27]([C:35](=[O:37])[CH3:36])[C:28]3[CH:33]=[CH:32][C:31]([Cl:34])=[CH:30][CH:29]=3)[CH2:19][C@@H:18]2[CH3:38])=[O:16])=[CH:11][CH:10]=1)=[O:7].[H-].[Na+].I[CH3:43]>CN(C=O)C>[CH3:1][O:2][C:3](=[O:39])[CH2:4][CH2:5][C:6]([N:8]([C:9]1[CH:10]=[CH:11][C:12]([C:15]([N:17]2[C:26]3[C:21](=[CH:22][CH:23]=[CH:24][CH:25]=3)[C@H:20]([N:27]([C:35](=[O:37])[CH3:36])[C:28]3[CH:29]=[CH:30][C:31]([Cl:34])=[CH:32][CH:33]=3)[CH2:19][C@@H:18]2[CH3:38])=[O:16])=[CH:13][CH:14]=1)[CH3:43])=[O:7] |f:1.2|. Procedure: To a solution of (2S,4R)-N-(4-{4-[Acetyl-(4-chloro-phenyl)-amino]-2-methyl-3,4-dihydro-2H-quinoline-1-carbonyl}-phenyl)-succinamic acid methyl ester (55 mg, 0.100 mmoles) in DMF was added sodium hydride (60% dispersion in oil). After 30 minutes, iodomethane (16 uL, 0.11 mmoles) was added to the reaction mixture and stirred at room temperature overnight. Reaction was quenched with water and extracted with ethyl acetate. Combined organics were washed with saturated aqueous sodium bicarbonate, brin... Reactants: C1(CCCC1)C[C@H](CN(C=O)OCC1=CC=CC=C1)C(=O)NNC1=NC(=NC(=C1F)N1CC(C(C1)N(C)C)(C)C)C ([(2R)-2-(cyclopentylmethyl)-3-(2-{6-[4-(dimethylamino)-3,3-dimethyl-1-pyrrolidinyl]-5-fluoro-2-methyl-4-pyrimidinyl}hydrazino)-3-oxopropyl][(phenylmethyl)oxy]formamide). The reagents and catalysts are [Pd] (Pd/C). The solvent is CO (MeOH). Reaction conditions: time 1 hour. Product: C1(CCCC1)C[C@H](CN(C=O)O)C(=O)NNC1=NC(=NC(=C1F)N1CC(C(C1)N(C)C)(C)C)C ([(2R)-2-(cyclopentylmethyl)-3-(2-{6-[4-(dimethylamino)-3,3-dimethyl-1-pyrrolidinyl]-5-fluoro-2-methyl-4-pyrimidinyl}hydrazino)-3-oxopropyl]hydroxyformamide). Isolated yield 86.8%. Reaction SMILES: [CH:1]1([CH2:6][C@@H:7]([C:20]([NH:22][NH:23][C:24]2[C:29]([F:30])=[C:28]([N:31]3[CH2:35][CH:34]([N:36]([CH3:38])[CH3:37])[C:33]([CH3:40])([CH3:39])[CH2:32]3)[N:27]=[C:26]([CH3:41])[N:25]=2)=[O:21])[CH2:8][N:9]([O:12]CC2C=CC=CC=2)[CH:10]=[O:11])[CH2:5][CH2:4][CH2:3][CH2:2]1>CO.[Pd]>[CH:1]1([CH2:6][C@@H:7]([C:20]([NH:22][NH:23][C:24]2[C:29]([F:30])=[C:28]([N:31]3[CH2:35][CH:34]([N:36]([CH3:38])[CH3:37])[C:33]([CH3:39])([CH3:40])[CH2:32]3)[N:27]=[C:26]([CH3:41])[N:25]=2)=[O:21])[CH2:8][N:9]([OH:12])[CH:10]=[O:11])[CH2:5][CH2:4][CH2:3][CH2:2]1. Procedure details: To a solution of [(2R)-2-(cyclopentylmethyl)-3-(2-{6-[4-(dimethylamino)-3,3-dimethyl-1-pyrrolidinyl]-5-fluoro-2-methyl-4-pyrimidinyl}hydrazino)-3-oxopropyl][(phenylmethyl)oxy]formamide (0.0775 g, 0.136 mmol) in MeOH (5 mL) was added 10% Pd/C (50% water, 23 mg). The mixture was hydrogenated under balloon pressure for 1 h, and then filtered. The solution was concentrated in vacuo, and the residue was crystallized from EtOAc-hexanes to afford [(2R)-2-(cyclopentylmethyl)-3-(2-{6-[4-(dimethylamino)-3... The reactants are C(#N)C1=C(N(C2=NC(=CC(=C21)C)C)[C@H]2CCCC1=CC=CC=C21)/C=C/C(=O)O ((2E)-3-{3-cyano-4,6-dimethyl-1-[(1S)-1,2,3,4-tetrahydronaphthalen-1-yl]-1H-pyrrolo[2,3-b]pyridin-2-yl}prop-2-enoic acid), C(C(=O)Cl)(=O)Cl (oxalylchloride), NC1=CC=C(C=C1)C (4-toluidine), N1=CC=CC=C1 (pyridine). The solvent is C1CCOC1 (THF), CN(C)C=O (DMF), O (water), C1CCOC1 (THF). Conditions: time 1 hour. Product: C(#N)C1=C(N(C2=NC(=CC(=C21)C)C)[C@H]2CCCC1=CC=CC=C21)/C=C/C(=O)NC2=CC=C(C=C2)C ((2E)-3-{3-cyano-4,6-dimethyl-1-[(1S)-1,2,3,4-tetrahydronaphthalen-1-yl]-1H-pyrrolo[2,3-b]pyridin-2-yl}-N-(4-methylphenyl)prop-2-enamide). Reaction SMILES: [C:1]([C:3]1[C:11]2[C:6](=[N:7][C:8]([CH3:13])=[CH:9][C:10]=2[CH3:12])[N:5]([C@@H:14]2[C:23]3[C:18](=[CH:19][CH:20]=[CH:21][CH:22]=3)[CH2:17][CH2:16][CH2:15]2)[C:4]=1/[CH:24]=[CH:25]/[C:26]([OH:28])=O)#[N:2].C(Cl)(=O)C(Cl)=O.[NH2:35][C:36]1[CH:41]=[CH:40][C:39]([CH3:42])=[CH:38][CH:37]=1.N1C=CC=CC=1>C1COCC1.O.CN(C=O)C>[C:1]([C:3]1[C:11]2[C:6](=[N:7][C:8]([CH3:13])=[CH:9][C:10]=2[CH3:12])[N:5]([C@@H:14]2[C:23]3[C:18](=[CH:19][CH:20]=[CH:21][CH:22]=3)[CH2:17][CH2:16][CH2:15]2)[C:4]=1/[CH:24]=[CH:25]/[C:26]([NH:35][C:36]1[CH:41]=[CH:40][C:39]([CH3:42])=[CH:38][CH:37]=1)=[O:28])#[N:2]. Reported procedure: To a solution of (2E)-3-{3-cyano-4,6-dimethyl-1-[(1S)-1,2,3,4-tetrahydronaphthalen-1-yl]-1H-pyrrolo[2,3-b]pyridin-2-yl}prop-2-enoic acid (300 mg, 0.808 mmol) in THF (3 ml) were added DMF (0.03 ml) and oxalylchloride (0.0846 ml, 0.970 mmol), the mixture was stirred at room temperature for 1 hour and the solvent was distilled off under reduced pressure. The residue was added under ice-cooling to a solution of 4-toluidine (104 mg, 0.968 mmol), pyridine (0.262 ml, 3.24 mmol) and THF (3 ml), and the ... The product is CCOC(=O)c1ccc(-c2ccccc2)[nH]1. The reactants are O=C([O-])[O-], CCOC(=O)c1ccc(Br)[nH]1, Cc1ccccc1, [Na+], [Na+], O, O, OB(O)c1ccccc1. Reaction SMILES: [C:1](=[O:2])([O-:3])[O-:4].[CH2:7]([CH3:8])[O:9][C:10](=[O:11])[c:12]1[nH:13][c:14]([Br:17])[cH:15][cH:16]1.[CH3:27][c:28]1[cH:29][cH:30][cH:31][cH:32][cH:33]1.[Na+:5].[Na+:6].[OH2:34].[OH2:35].[OH:18][B:19]([OH:20])[c:21]1[cH:22][cH:23][cH:24][cH:25][cH:26]1>>[CH2:7]([CH3:8])[O:9][C:10](=[O:11])[c:12]1[nH:13][c:14](-[c:21]2[cH:22][cH:23][cH:24][cH:25][cH:26]2)[cH:15][cH:16]1. Reactants: O=C([O-])[O-], O=C(Cl)C1CCCCC1, [K+], [K+], O, CC(CS)C(=O)N1CSCC1C(=O)O. The product is CC(CSC(=O)C1CCCCC1)C(=O)N1CSCC1C(=O)O. As a reaction SMILES: [C:15](=[O:16])([O-:17])[O-:18].[CH:21]1([C:27](=[O:28])[Cl:29])[CH2:22][CH2:23][CH2:24][CH2:25][CH2:26]1.[K+:19].[K+:20].[OH2:30].[SH:1][CH2:2][CH:3]([C:4](=[O:5])[N:6]1[CH2:7][S:8][CH2:9][CH:10]1[C:11](=[O:12])[OH:13])[CH3:14]>>[S:1]([CH2:2][CH:3]([C:4](=[O:5])[N:6]1[CH2:7][S:8][CH2:9][CH:10]1[C:11](=[O:12])[OH:13])[CH3:14])[C:27]([CH:21]1[CH2:22][CH2:23][CH2:24][CH2:25][CH2:26]1)=[O:28].